Dataset: the Open Reaction Database (ORD), a public repository of structured organic reaction records. Task: describe an organic reaction: reactants, conditions, products, and yield Starting materials: BrC/C=C/C(=O)Cl (γ-bromocrotonylchloride), OCCNC1CCCCC1 (N-(2-hydroxyethyl)cyclohexylamine). The solvent is C(C)OCC (diethylether). The product is C1(CCCCC1)N(C(\C=C\CBr)=O)CCO (N-cyclohexyl-N-(2-hydroxyethyl)-γ-bromocrotonamide). As a reaction SMILES: [Br:1][CH2:2]/[CH:3]=[CH:4]/[C:5](Cl)=[O:6].[OH:8][CH2:9][CH2:10][NH:11][CH:12]1[CH2:17][CH2:16][CH2:15][CH2:14][CH2:13]1>C(OCC)C>[CH:12]1([N:11]([CH2:10][CH2:9][OH:8])[C:5](=[O:6])/[CH:4]=[CH:3]/[CH2:2][Br:1])[CH2:17][CH2:16][CH2:15][CH2:14][CH2:13]1. Procedure details: Into 100 ml of diethylether was added 19 g of γ-bromocrotonylchloride, while the mixture was stirred at 0°-10° C., 25 g of N-(2-hydroxyethyl)cyclohexylamine was added dropwise. After the addition then the reaction mixture was stirred at the same temperature for 3 hours. The reaction mixture was extracted with ether and the ether extract was washed with 2 N-HCl, a diluted NaHCO3 aqueous solution saturated with NaCl, and water in this order. The organic layer was dried with anhydrous Na2SO4 and th... The reactants are CC(C)(C)NC(=O)C(=O)C(C)(C)C, CC(N)c1ccccc1. The product is CC(N=C(C(=O)NC(C)(C)C)C(C)(C)C)c1ccccc1. Reaction SMILES: [C:1]([CH3:2])([CH3:3])([CH3:4])[NH:5][C:6]([C:7]([C:8]([CH3:9])([CH3:10])[CH3:11])=[O:12])=[O:13].[c:14]1([CH:20]([CH3:21])[NH2:22])[cH:15][cH:16][cH:17][cH:18][cH:19]1>>[C:1]([CH3:2])([CH3:3])([CH3:4])[NH:5][C:6]([C:7]([C:8]([CH3:9])([CH3:10])[CH3:11])=[N:22][CH:20]([c:14]1[cH:15][cH:16][cH:17][cH:18][cH:19]1)[CH3:21])=[O:13]. The reactants are O (water), C([O-])([O-])=O.[K+].[K+] (potassium carbonate), Cl.ClCC=1N(C=CN1)CCC (2-chloromethyl-1-propylimidazole hydrochloride), SC1=NC=C(C=C1)[N+](=O)[O-] (2-mercapto-5-nitropyridine). The solvent is CN(C)C=O (DMF). Conditions: time 1 hour. The product is [N+](=O)([O-])C=1C=CC(=NC1)SCC=1N(C=CN1)CCC (5-nitro-2-[[(1-propylimidazol-2-yl)methyl]sulfanyl]pyridine). Yield: 84.2%. Reaction SMILES: [SH:1][C:2]1[CH:7]=[CH:6][C:5]([N+:8]([O-:10])=[O:9])=[CH:4][N:3]=1.C(=O)([O-])[O-].[K+].[K+].Cl.Cl[CH2:19][C:20]1[N:21]([CH2:25][CH2:26][CH3:27])[CH:22]=[CH:23][N:24]=1.O>CN(C=O)C>[N+:8]([C:5]1[CH:6]=[CH:7][C:2]([S:1][CH2:19][C:20]2[N:21]([CH2:25][CH2:26][CH3:27])[CH:22]=[CH:23][N:24]=2)=[N:3][CH:4]=1)([O-:10])=[O:9] |f:1.2.3,4.5|. Reported procedure: 2-mercapto-5-nitropyridine (3.2 g) was dissolved in DMF (64 ml), potassium carbonate (8.5 g) and 2-chloromethyl-1-propylimidazole hydrochloride (4.8 g) were added to the mixture, and the mixture was stirred for 1 hour at room temperature. The reaction solution was added to water, and extracted with ethyl acetate. The organic layer was washed with saturated brine, and dried over magnesium sulfate. The solvent was removed under reduced pressure, and the obtained residue was purified by silica gel ... The reactants are 3A, CC1=C(SC=[N+]1CC=2C=NC(=NC2N)C)CCO (thiamine), CC(C)S[C@H]1[C@@H]([C@H]([C@H]([C@H](O1)CO)O)O)O (IPTG), amino acids, N1[C@H](C(=O)O)CCC1 (proline), N1[C@H](C(=O)O)CCC1 (proline), CC1([C@@H](N2[C@H](S1)[C@@H](C2=O)NC(=O)[C@@H](C=3C=CC=CC3)N)C(=O)O)C (ampicillin), CC1([C@@H](N2[C@H](S1)[C@@H](C2=O)NC(=O)[C@@H](C=3C=CC=CC3)N)C(=O)O)C (ampicillin), O=C[C@H](O)[C@@H](O)[C@H](O)[C@H](O)CO (glucose), CC1([C@@H](N2[C@H](S1)[C@@H](C2=O)NC(=O)[C@@H](C=3C=CC=CC3)N)C(=O)O)C (ampicillin), 3B, CC(C)S[C@H]1[C@@H]([C@H]([C@H]([C@H](O1)CO)O)O)O (isopropyl-β-D-thiogalactopyranoside), CC1([C@@H](N2[C@H](S1)[C@@H](C2=O)NC(=O)[C@@H](C=3C=CC=CC3)N)C(=O)O)C (ampicillin). Run at temperature 37 celsius, time 13 hour. Yields the product N1[C@H](C(=O)O)C[C@@H](O)C1 (Hydroxyproline). Reaction SMILES: CC(S[C@@H]1[O:10][C@H](CO)[C@H](O)[C@H](O)[C@H]1O)C.[NH:16]1[CH2:23][CH2:22][CH2:21][C@H:17]1[C:18]([OH:20])=[O:19].CC1(C)S[C@@H]2[C@H](NC([C@H](N)C3C=CC=CC=3)=O)C(=O)N2[C@H]1C(O)=O.O=C[C@@H]([C@H]([C@@H]([C@@H](CO)O)O)O)O.CC1[N+](CC2C=NC(C)=NC=2N)=CSC=1CCO>>[NH:16]1[CH2:23][C@H:22]([OH:10])[CH2:21][C@H:17]1[C:18]([OH:20])=[O:19]. Reported procedure: A plasmid (pHuCol, FIG. 2) encoding the gene sequence of human Type I (α1) collagen (FIGS. 3A and 3B (Seq. ID No. 1placed behind the isopropyl-β-D-thiogalactopyranoside (IPTG)-inducible tac promotor and also encoding β-lactamase is transformed into Escherichia coli proline auxotrophic strain NM519 (pro-) by standard heat shock transformation. Transformation cultures are plated on Luria Broth (LB) containing 100 μg/ml ampicillin and after overnight growth a single ampicillin-resistant colony is u... Starting materials: C=Cc1cccc(Br)c1, ClCCl, O=C(OO)c1cccc(Cl)c1. Product: Brc1cccc(C2CO2)c1. Reaction SMILES: [Br:1][c:2]1[cH:3][c:4]([CH:5]=[CH2:6])[cH:7][cH:8][cH:9]1.[Cl:21][CH2:22][Cl:23].[OH:10][O:11][C:12]([c:13]1[cH:14][c:15]([Cl:16])[cH:17][cH:18][cH:19]1)=[O:20]>>[Br:1][c:2]1[cH:3][c:4]([CH:5]2[CH2:6][O:10]2)[cH:7][cH:8][cH:9]1.